From a dataset of the Open Reaction Database (ORD), a public repository of structured organic reaction records. describe an organic reaction: reactants, conditions, products, and yield Reactants: Cc1ccccc1, [Na+], [Na+], O=C([O-])[O-], OB(O)c1ccccc1, Brc1cc(Br)cc(C=C(c2ccccc2)c2ccccc2)c1, c1ccc(P(c2ccccc2)(c2ccccc2)[Pd](P(c2ccccc2)(c2ccccc2)c2ccccc2)(P(c2ccccc2)(c2ccccc2)c2ccccc2)P(c2ccccc2)(c2ccccc2)c2ccccc2)cc1. Product: Brc1cc(C=C(c2ccccc2)c2ccccc2)cc(-c2ccccc2)c1. As a reaction SMILES: [CH3:115][c:116]1[cH:117][cH:118][cH:119][cH:120][cH:121]1.[Na+:32].[Na+:33].[O-:34][C:35](=[O:36])[O-:37].[OH:23][B:24]([OH:25])[c:26]1[cH:27][cH:28][cH:29][cH:30][cH:31]1.[c:1]1([C:7](=[CH:8][c:9]2[cH:10][c:11]([Br:16])[cH:12][c:13]([Br:15])[cH:14]2)[c:17]2[cH:18][cH:19][cH:20][cH:21][cH:22]2)[cH:2][cH:3][cH:4][cH:5][cH:6]1.[cH:38]1[cH:39][cH:40][c:41]([P:42]([Pd:43]([P:44]([c:45]2[cH:46][cH:47][cH:48][cH:49][cH:50]2)([c:51]2[cH:52][cH:53][cH:54][cH:55][cH:56]2)[c:57]2[cH:58][cH:59][cH:60][cH:61][cH:62]2)([P:63]([c:64]2[cH:65][cH:66][cH:67][cH:68][cH:69]2)([c:70]2[cH:71][cH:72][cH:73][cH:74][cH:75]2)[c:76]2[cH:77][cH:78][cH:79][cH:80][cH:81]2)[P:82]([c:83]2[cH:84][cH:85][cH:86][cH:87][cH:88]2)([c:89]2[cH:90][cH:91][cH:92][cH:93][cH:94]2)[c:95]2[cH:96][cH:97][cH:98][cH:99][cH:100]2)([c:101]2[cH:102][cH:103][cH:104][cH:105][cH:106]2)[c:107]2[cH:108][cH:109][cH:110][cH:111][cH:112]2)[cH:113][cH:114]1>>[c:1]1([C:7](=[CH:8][c:9]2[cH:10][c:11](-[c:26]3[cH:27][cH:28][cH:29][cH:30][cH:31]3)[cH:12][c:13]([Br:15])[cH:14]2)[c:17]2[cH:18][cH:19][cH:20][cH:21][cH:22]2)[cH:2][cH:3][cH:4][cH:5][cH:6]1. Reactants: C(C)OC(C(CC=1C(=NC(=NC1NC1=C(C=C(C=C1C)C)C)C)Cl)C)=O (3-[4-chloro-2-methyl-6-(2,4,6-trimethyl-phenylamino)-pyrimidin-5-yl]-2-methyl-propionic acid ethyl ester), CC=1C=CC(=CC1)S(=O)(=O)O (p-TsOH). Run in C1(=CC=CC=C1)C (toluene). Product: ClC=1C2=C(N=C(N1)C)N(C(C(C2)C)=O)C2=C(C=C(C=C2C)C)C (4-Chloro-2,6-dimethyl-8-(2,4,6-trimethyl-phenyl)-5,8-dihydro-6H-pyrido[2,3-d]pyrimidin-7-one). The yield is 62.6%. Reaction SMILES: C(O[C:4](=[O:26])[CH:5]([CH3:25])[CH2:6][C:7]1[C:8]([Cl:24])=[N:9][C:10]([CH3:23])=[N:11][C:12]=1[NH:13][C:14]1[C:19]([CH3:20])=[CH:18][C:17]([CH3:21])=[CH:16][C:15]=1[CH3:22])C.CC1C=CC(S(O)(=O)=O)=CC=1>C1(C)C=CC=CC=1>[Cl:24][C:8]1[C:7]2[CH2:6][CH:5]([CH3:25])[C:4](=[O:26])[N:13]([C:14]3[C:15]([CH3:22])=[CH:16][C:17]([CH3:21])=[CH:18][C:19]=3[CH3:20])[C:12]=2[N:11]=[C:10]([CH3:23])[N:9]=1. Procedure: A mixture of 3-[4-chloro-2-methyl-6-(2,4,6-trimethyl-phenylamino)-pyrimidin-5-yl]-2-methyl-propionic acid ethyl ester (173 mg, 0.46 mmol) and p-TsOH (56 mg) in 10 ml of toluene was heated at reflux using Dean-stark trap apparatus for 9 hours. The mixture was quenched with water and extracted with ethyl acetate. The organic extract was washed with brine, dried and concentrated to give 184 mg of the crude material. The crude material was purified through silica gel column chromatography using 10% ... Starting materials: Cl (HCl), ClC1=C(CN2N=NC=3C2=NC(=CC3)C3=CC(=C(C(=O)OC)C=C3)F)C(=CC=C1F)F (Methyl 4-(3-(2-chloro-3,6-difluorobenzyl)-3H-[1,2,3]triazolo[4,5-b]pyridin-5-yl)-2-fluorobenzoate), [OH-].[Na+] (sodium hydroxide). The solvent is CO (methanol), C1CCOC1 (THF), O (water). Reaction conditions: time 12 hour. Yields the product ClC1=C(CN2N=NC=3C2=NC(=CC3)C3=CC(=C(C(=O)O)C=C3)F)C(=CC=C1F)F (4-(3-(2-Chloro-3,6-difluorobenzyl)-3H-[1,2,3]triazolo[4,5-b]pyridin-5-yl)-2-fluorobenzoic acid). Yield: 39.5%. As a reaction SMILES: [Cl:1][C:2]1[C:28]([F:29])=[CH:27][CH:26]=[C:25]([F:30])[C:3]=1[CH2:4][N:5]1[C:9]2=[N:10][C:11]([C:14]3[CH:23]=[CH:22][C:17]([C:18]([O:20]C)=[O:19])=[C:16]([F:24])[CH:15]=3)=[CH:12][CH:13]=[C:8]2[N:7]=[N:6]1.[OH-].[Na+].Cl>CO.C1COCC1.O>[Cl:1][C:2]1[C:28]([F:29])=[CH:27][CH:26]=[C:25]([F:30])[C:3]=1[CH2:4][N:5]1[C:9]2=[N:10][C:11]([C:14]3[CH:23]=[CH:22][C:17]([C:18]([OH:20])=[O:19])=[C:16]([F:24])[CH:15]=3)=[CH:12][CH:13]=[C:8]2[N:7]=[N:6]1 |f:1.2|. Procedure: To a solution of Example 17 (0.300 g, 0.725 mmol) in methanol (1 ml), THF (2 ml), sodium hydroxide (0.150 g, 3.75 mmol) in water (1 ml) was added and stirred at RT. After 12 h, the pH was adjusted to 7-7.5 using 0.5N HCl and the solid precipitated was filtered, washed with ethyl acetate and petroleum ether and dried under vacuum to afford the title compound as a pale brown solid (0.120 g, 41%). M.P.: 211-213° C. 1H-NMR (δ ppm, DMSO-d6, 400 MHz): 8.65 (d, J=8.8 Hz, 1H), 8.18 (d, J=8.8 Hz, 1H), 8....